From a dataset of the Open Reaction Database (ORD), a public repository of structured organic reaction records. describe an organic reaction: reactants, conditions, products, and yield Starting materials: CC(C(CCCCCC=CCCCCCCC)C(=O)O)C(=O)O (heptadec-9-ene-2,3-dicarboxylic acid), CC(CCCCCCC=CCCCCCCC)C(=O)O (heptadec-9-ene-2-carboxylic acid). The product is C12C(CC(C=C1)O2)C(=O)OC(C)(C)C (1,1-dimethylethyl 7-oxabicyclo[2.2.1]hept-5-ene-2-carboxylate), CC(CCCCC=CCCCC)C(=O)[O-].C1(\C=C/C(=O)O1)=O (dodec-7-ene-2-carboxylate maleic anhydride). Reaction SMILES: C[CH:2]([C:21]([OH:23])=[O:22])[CH:3]([C:18]([OH:20])=[O:19])[CH2:4][CH2:5][CH2:6]CCC=CCCCCCCC.[CH3:24][CH:25]([C:41]([OH:43])=[O:42])[CH2:26][CH2:27][CH2:28][CH2:29][CH2:30][CH2:31][CH:32]=[CH:33][CH2:34][CH2:35]CCCCC>>[CH:4]12[O:23][CH:21]([CH:6]=[CH:5]1)[CH2:2][CH:3]2[C:18]([O:20][C:25]([CH3:41])([CH3:26])[CH3:24])=[O:19].[CH3:24][CH:25]([C:41]([O-:43])=[O:42])[CH2:26][CH2:27][CH2:28][CH2:29][CH:30]=[CH:31][CH2:32][CH2:33][CH2:34][CH3:35].[C:21]1(=[O:22])[O:23][C:18](=[O:20])[CH:3]=[CH:2]1 |f:3.4|. Procedure: The procedure according to Example 86 is repeated but using 15,16,17-trioxahexacyclo[6.6.1.1.1.0.0]heptadec-9-ene-2,3-dicarboxylic acid monomer (0.07 mole) as the third comonomer instead of 15,16,17-trioxahexacyclo[6.6.1.1.1.0.0]heptadec-9-ene-2-carboxylic acid (0.07 mole), to obtain poly(1,1-dimethylethyl 7-oxabicyclo[2.2.1]hept-5-ene-2-carboxylate/15,16,17-trioxahexacyclo[6.6.1.1.1.0.0]heptadec-9-ene-2,3-dicarboxylic acid/2-hydroxyethyl 12-oxatetracyclo[4.4.0.1.1]dodec-7-ene-2-carboxylate/male... Starting materials: N1C(=NC2=C1C=CC=C2)C2CN(CCC2)C(=O)OC(C)(C)C (Tert-butyl 3-(1H-benzo[d]imidazol-2-yl)piperidine-1-carboxylate), BrCCN1C(C2=CC=CC=C2C1=O)=O (2-(2-bromoethyl)isoindoline-1,3-dione), [H-].[Na+] (NaH), resultant solution. The solvent is CN(C)C=O (DMF). Run at temperature 0 celsius. Product: O=C1N(C(C2=CC=CC=C12)=O)CCN1C(=NC2=C1C=CC=C2)C2CN(CCC2)C(=O)OC(C)(C)C (tert-butyl 3-(1-(2-(1,3-dioxoisoindolin-2-yl)ethyl)-1H-benzo[d]imidazol-2-yl)piperidine-1-carboxylate). Reaction SMILES: [NH:1]1[C:5]2[CH:6]=[CH:7][CH:8]=[CH:9][C:4]=2[N:3]=[C:2]1[CH:10]1[CH2:15][CH2:14][CH2:13][N:12]([C:16]([O:18][C:19]([CH3:22])([CH3:21])[CH3:20])=[O:17])[CH2:11]1.[H-].[Na+].Br[CH2:26][CH2:27][N:28]1[C:36](=[O:37])[C:35]2[C:30](=[CH:31][CH:32]=[CH:33][CH:34]=2)[C:29]1=[O:38]>CN(C=O)C>[O:38]=[C:29]1[C:30]2[C:35](=[CH:34][CH:33]=[CH:32][CH:31]=2)[C:36](=[O:37])[N:28]1[CH2:27][CH2:26][N:1]1[C:5]2[CH:6]=[CH:7][CH:8]=[CH:9][C:4]=2[N:3]=[C:2]1[CH:10]1[CH2:15][CH2:14][CH2:13][N:12]([C:16]([O:18][C:19]([CH3:22])([CH3:21])[CH3:20])=[O:17])[CH2:11]1 |f:1.2|. Reported procedure: Tert-butyl 3-(1H-benzo[d]imidazol-2-yl)piperidine-1-carboxylate (4.36 mmol, 1.3 g) was added to a 50 mL oven-dried round-bottomed flask equipped for stirring under nitrogen. DMF (15 mL) was added and the solution was cooled to 0° C. NaH (4.80 mmol, 192 mg) was then added in one portion and the resultant solution was stirred at 0° C. for 0.5 hr. At this time 2-(2-bromoethyl)isoindoline-1,3-dione (5.01 mmoles, 1.27 g) was added; the ice bath was removed and the reaction solution was allowed to war... As a reaction SMILES: [CH2:1]1[C:9]2[C:4](=[CH:5][CH:6]=[CH:7][CH:8]=2)[CH2:3][CH:2]1O.N1C=CC=CC=1.P(Br)(Br)[Br:18]>C(Cl)(Cl)Cl>[Br:18][CH:2]1[CH2:3][C:4]2[C:9](=[CH:8][CH:7]=[CH:6][CH:5]=2)[CH2:1]1. Solvent: C(Cl)(Cl)Cl (chloroform). Reactants: C1C(CC2=CC=CC=C12)O (2-indanol), N1=CC=CC=C1 (pyridine), P(Br)(Br)Br (PBr3). Isolated yield 44.9%. Yields the product BrC1CC2=CC=CC=C2C1 (2-bromoindane). Run at time 8 hour. Procedure details: To 2-indanol (Aldrich) (105 g, 0.78 mol) in pyridine (16 mL, 0.2 mol) and 340 mL of chloroform at -15 C. was added PBr3 (84 mL, 0.89 mol) over 45 min. The reaction mixture was stirred overnight at room temperature and extracted by addition of 450 mL of chloroform and 500 g of ice. The organic layer was washed twice with water, and dried over Na2SO4. The solvent was evaporated in vacuo, leaving a brown semi-solid. The product was distilled rapidly in vacuo and then fractionated to give 69 g (45%)... Starting materials: C(C)OC(CO[C@@H]1CC2CC[C@H]3[C@@H]4CC5C([C@@]4(C)CC[C@@H]3[C@]2(CC1)C)OCCO5)OCC (3β-(2,2-diethoxyethoxy)-17-ethylenedioxy-androstane), saturated solution, C(C(O)C(O)C(=O)O)(=O)O (tartaric acid), O (water). Solvent: O1CCOCC1 (dioxane). Yields the product C(=O)CO[C@@H]1CC2CC[C@H]3[C@@H]4CCC([C@@]4(C)CC[C@@H]3[C@]2(CC1)C)=O (3β-formylmethoxy-androstan-17-one). Isolated yield 84.7%. As a reaction SMILES: C([O:3][CH:4](OCC)[CH2:5][O:6][C@H:7]1[CH2:24][CH2:23][C@@:22]2([CH3:25])[CH:9]([CH2:10][CH2:11][C@@H:12]3[C@@H:21]2[CH2:20][CH2:19][C@@:17]2([CH3:18])[C@H:13]3[CH2:14][CH:15]3OCC[O:26][CH:16]32)[CH2:8]1)C.C(O)(=O)C(C(C(O)=O)O)O.O>O1CCOCC1>[CH:4]([CH2:5][O:6][C@H:7]1[CH2:24][CH2:23][C@@:22]2([CH3:25])[CH:9]([CH2:10][CH2:11][C@@H:12]3[C@@H:21]2[CH2:20][CH2:19][C@@:17]2([CH3:18])[C@H:13]3[CH2:14][CH2:15][C:16]2=[O:26])[CH2:8]1)=[O:3]. Procedure details: A solution of 7.2 g of 3β-(2,2-diethoxyethoxy)-17-ethylenedioxy-androstane, in 250 ml of dioxane and 250 ml of a saturated solution of tartaric acid was heated at 70° C. for 2 hrs in a nitrogen atmosphere, 100 ml of water were then added and the residue was extracted with methylene chloride. The organic layer was washed with water, dried over anhydrous sodium sulfate and evaporated to dryness under reduced pressure. The crude product was purified by flash-chromatography (SiO2) using as eluant n-... Reactants: FC(C(=S)N)(C1=CC=CC=C1)F (2,2-difluoro-2-phenylthioacetamide), Br.BrCC(=O)C1=CC=NC=C1 (α-bromo-4-acetylpyridine hydrobromide). The solvent is C(C)O (ethanol). The product is FC(C1=CC=CC=C1)(F)C=1SC=C(N1)C1=CC=NC=C1 (1,1-difluoro-1-phenyl-[4-(4-pyridyl)-2-thiazolyl]methane). Isolated yield 47.9%. RXN SMILES: [F:1][C:2]([F:12])([C:6]1[CH:11]=[CH:10][CH:9]=[CH:8][CH:7]=1)[C:3]([NH2:5])=[S:4].Br.Br[CH2:15][C:16]([C:18]1[CH:23]=[CH:22][N:21]=[CH:20][CH:19]=1)=O>C(O)C>[F:12][C:2]([C:3]1[S:4][CH:15]=[C:16]([C:18]2[CH:23]=[CH:22][N:21]=[CH:20][CH:19]=2)[N:5]=1)([F:1])[C:6]1[CH:7]=[CH:8][CH:9]=[CH:10][CH:11]=1 |f:1.2|. Reported procedure: To a solution of 2,2-difluoro-2-phenylthioacetamide (1.57 g, 0.0092 mol) in 95% ethanol (20 mL) was added α-bromo-4-acetylpyridine hydrobromide (3.20 g, 0.012 mol) and the mixture warmed on a steam bath for thirty minutes. The product was isolated in the usual way and recrystallized from ethyl acetate/hexane to afford 1,1-difluoro-1-phenyl-[4-(4-pyridyl)-2-thiazolyl]methane (1.27 g, 48%). mp. 54.5°-55.5° C.